The task is: describe an organic reaction: reactants, conditions, products, and yield. This data is from the Open Reaction Database (ORD), a public repository of structured organic reaction records. Procedure: A solution of 2-amino-5-benzyloxy-4-methoxybenzonitrile (26.7 g, 0.10 mol) in dichloromethane was treated with sodium cyanate (17.1 g, 0.26 mol) and then trifluoroacetic acid (20.9 ml, 0.26 mol) was added dropwise to the resulting mixture at room temperature. After 45 minutes, the mixture was diluted with dichloromethane (11) and stirred for a further 18 hours. The mixture was then concentrated under reduced pressure and partitioned between methanol and 2N aqueous sodium hydroxide and stirred fo... The reactants are NC1=C(C#N)C=C(C(=C1)OC)OCC1=CC=CC=C1 (2-amino-5-benzyloxy-4-methoxybenzonitrile), [O-]C#N.[Na+] (sodium cyanate), FC(C(=O)O)(F)F (trifluoroacetic acid). The product is NC1=NC(=NC2=CC(=C(C=C12)OCC1=CC=CC=C1)OC)O (4-Amino-6-benzyloxy-2-hydrox-7-methoxyquinazoline). Yield: 60.5%. RXN SMILES: [NH2:1][C:2]1[CH:9]=[C:8]([O:10][CH3:11])[C:7]([O:12][CH2:13][C:14]2[CH:19]=[CH:18][CH:17]=[CH:16][CH:15]=2)=[CH:6][C:3]=1[C:4]#[N:5].[O-:20][C:21]#[N:22].[Na+].FC(F)(F)C(O)=O>ClCCl>[NH2:5][C:4]1[C:3]2[C:2](=[CH:9][C:8]([O:10][CH3:11])=[C:7]([O:12][CH2:13][C:14]3[CH:19]=[CH:18][CH:17]=[CH:16][CH:15]=3)[CH:6]=2)[N:1]=[C:21]([OH:20])[N:22]=1 |f:1.2|. Solvent: ClCCl (dichloromethane), ClCCl (dichloromethane). Reaction conditions: time 45 minute. As a reaction SMILES: Br[C:2]1[CH:3]=[N:4][C:5]([C:8]2[CH:13]=[CH:12][CH:11]=[C:10]([O:14][CH2:15][C:16]3[CH:21]=[CH:20][CH:19]=[CH:18][CH:17]=3)[CH:9]=2)=[N:6][CH:7]=1.[CH2:22]([O:30][C:31]1[CH:36]=[CH:35][C:34](B(O)O)=[CH:33][CH:32]=1)[CH2:23][CH2:24][CH2:25][CH2:26][CH2:27][CH2:28][CH3:29].C(=O)([O-])[O-].[Na+].[Na+].C(O)C>C1(C)C=CC=CC=1.C1C=CC([P]([Pd]([P](C2C=CC=CC=2)(C2C=CC=CC=2)C2C=CC=CC=2)([P](C2C=CC=CC=2)(C2C=CC=CC=2)C2C=CC=CC=2)[P](C2C=CC=CC=2)(C2C=CC=CC=2)C2C=CC=CC=2)(C2C=CC=CC=2)C2C=CC=CC=2)=CC=1.O>[CH2:15]([O:14][C:10]1[CH:9]=[C:8]([C:5]2[N:4]=[CH:3][C:2]([C:34]3[CH:35]=[CH:36][C:31]([O:30][CH2:22][CH2:23][CH2:24][CH2:25][CH2:26][CH2:27][CH2:28][CH3:29])=[CH:32][CH:33]=3)=[CH:7][N:6]=2)[CH:13]=[CH:12][CH:11]=1)[C:16]1[CH:21]=[CH:20][CH:19]=[CH:18][CH:17]=1 |f:2.3.4,^1:59,61,80,99|. The solvent is C1(=CC=CC=C1)C (toluene), O (water). Yield: 97.6%. Reactants: BrC=1C=NC(=NC1)C1=CC(=CC=C1)OCC1=CC=CC=C1 (5-bromo-2-(3-benzyloxyphenyl)pyrimidine), C(CCCCCCC)OC1=CC=C(C=C1)B(O)O (4-octyloxybenzeneboronic acid), C([O-])([O-])=O.[Na+].[Na+] (sodiumcarbonate), C(C)O (ethanol). Product: C(C1=CC=CC=C1)OC=1C=C(C=CC1)C1=NC=C(C=N1)C1=CC=C(C=C1)OCCCCCCCC (2-(3-benzyloxyphenyl)-5-(4-octyloxyphenyl)pyrimidine). Reported procedure: 8.00 g (23.40 mmol) of 5-bromo-2-(3-benzyloxyphenyl)pyrimidine, 7.03 g (28.10 mmol) of 4-octyloxybenzeneboronic acid (preparation analogous to 3-benzyloxybenzeneboronic acid), 7.00 g (65.52 mmol) of sodiumcarbonate and 0.27 g (0.23 mmol) of tetrakis(triphenylphosphine)palladium(0) are heated at 80° C. for 2 hours in 200 ml of toluene, 100 ml of ethanol and 50 ml of water. The reaction mixture is subsequently partitioned between water and ether, the organic phase is washed twice with sodium chlor... The reagents and catalysts are C=1C=CC(=CC1)[P](C=2C=CC=CC2)(C=3C=CC=CC3)[Pd]([P](C=4C=CC=CC4)(C=5C=CC=CC5)C=6C=CC=CC6)([P](C=7C=CC=CC7)(C=8C=CC=CC8)C=9C=CC=CC9)[P](C=1C=CC=CC1)(C=1C=CC=CC1)C=1C=CC=CC1 (tetrakis(triphenylphosphine)palladium(0)). The reactants are O=C([O-])[O-], CC(OCc1ccccc1)C(CCOS(C)(=O)=O)n1cnc(C(N)=O)c1, [K+], [K+], CN(C)C=O, O, Oc1ccc2ncccc2c1. The product is CC(OCc1ccccc1)C(CCOc1ccc2ncccc2c1)n1cnc(C(N)=O)c1. Reaction SMILES: [C:12](=[O:13])([O-:14])[O-:15].[CH2:18]([c:19]1[cH:20][cH:21][cH:22][cH:23][cH:24]1)[O:25][CH:26]([CH3:27])[CH:28]([CH2:29][CH2:30][O:31][S:32]([CH3:33])(=[O:34])=[O:35])[n:36]1[cH:37][n:38][c:39]([C:41](=[O:42])[NH2:43])[cH:40]1.[K+:16].[K+:17].[O:45]=[CH:46][N:47]([CH3:48])[CH3:49].[OH2:44].[OH:1][c:2]1[cH:3][c:4]2[cH:5][cH:6][cH:7][n:8][c:9]2[cH:10][cH:11]1>>[O:1]([c:2]1[cH:3][c:4]2[cH:5][cH:6][cH:7][n:8][c:9]2[cH:10][cH:11]1)[CH2:30][CH2:29][CH:28]([CH:26]([O:25][CH2:18][c:19]1[cH:20][cH:21][cH:22][cH:23][cH:24]1)[CH3:27])[n:36]1[cH:37][n:38][c:39]([C:41](=[O:42])[NH2:43])[cH:40]1. The reactants are [Na] (sodium), C(C)OC(CC(=O)OCC)=O (malonic acid diethyl ester), CC[O-].[Na+] (sodium ethylate solution), ClC1=CC=C(C=C1)CCCOS(=O)(=O)C1=CC=C(C=C1)C (p-toluenesulphonic acid 3-(4-chlorophenyl)-propyl ester). Solvent: C(C)O (ethanol), O (water). Conditions: time 2.5 hour. Product: C(C)OC(C(C(=O)OCC)CCCC1=CC=C(C=C1)Cl)=O (3-(4-chlorophenyl)-propylmalonic acid diethyl ester). The yield is 49.8%. Reaction SMILES: [CH2:1]([O:3][C:4](=[O:11])[CH2:5][C:6]([O:8][CH2:9][CH3:10])=[O:7])[CH3:2].CC[O-].[Na+].[Na].[Cl:17][C:18]1[CH:23]=[CH:22][C:21]([CH2:24][CH2:25][CH2:26]OS(C2C=CC(C)=CC=2)(=O)=O)=[CH:20][CH:19]=1>O.C(O)C>[CH2:1]([O:3][C:4](=[O:11])[CH:5]([CH2:26][CH2:25][CH2:24][C:21]1[CH:22]=[CH:23][C:18]([Cl:17])=[CH:19][CH:20]=1)[C:6]([O:8][CH2:9][CH3:10])=[O:7])[CH3:2] |f:1.2,^1:15|. Procedure: 108.5 g of malonic acid diethyl ester are added dropwise, at 50°, to a sodium ethylate solution freshly prepared from 15.6 g of sodium and 750 ml of ethanol. The mixture is kept at the above temperature for 2.5 hours and 220 g of p-toluenesulphonic acid 3-(4-chlorophenyl)-propyl ester are then added dropwise. After the addition, the mixture is stirred at 50° for 6 hours, 800 ml of water are then added and the mixture is extracted 3 times with a total of 1 liter of diethyl ether. The combined org... Starting materials: CO, Cl, NO, O=Cc1ccncc1. Yields the product ON=Cc1ccncc1. RXN SMILES: [CH3:12][OH:13].[ClH:9].[NH2:10][OH:11].[n:1]1[cH:2][cH:3][c:4]([CH:7]=[O:8])[cH:5][cH:6]1>>[n:1]1[cH:2][cH:3][c:4]([CH:7]=[N:10][OH:11])[cH:5][cH:6]1.